From a dataset of the Open Reaction Database (ORD), a public repository of structured organic reaction records. describe an organic reaction: reactants, conditions, products, and yield Reactants: [H-].[Al+3].[Li+].[H-].[H-].[H-] (Lithium aluminium hydride), COC1=C(C=CC=C1)C(C#N)N1CCN(CC1)C1=CC=CC=C1 ((2-methoxyphenyl)-(4-phenylpiperazine-1-yl)-acetonitrile), Cl (hydrochloric acid), S(O)(O)(=O)=O (sulphuric acid), CCOCC (ether). The solvent is O1CCCC1 (tetrahydrofuran), O (water), O1CCCC1 (tetrahydrofuran). Reaction conditions: temperature -10 celsius, time 1.5 hour. The product is COC1=C(C=CC=C1)CCNN1CCN(CC1)C1=CC=CC=C1 (2-(2-methoxyphenyl)-(4-phenylpiperazine-1-yl)-ethylamine). Yield: 92.0%. Reaction SMILES: [H-].[Al+3].[Li+].[H-].[H-].[H-].S(=O)(=O)(O)O.COC1C=CC=CC=1C([N:23]1[CH2:28][CH2:27][N:26]([C:29]2[CH:34]=[CH:33][CH:32]=[CH:31][CH:30]=2)[CH2:25][CH2:24]1)C#N.Cl.C[CH2:37][O:38][CH2:39][CH3:40]>O1CCCC1.O>[CH3:37][O:38][C:39]1[CH:40]=[CH:34][CH:33]=[CH:32][C:31]=1[CH2:30][CH2:29][NH:26][N:23]1[CH2:24][CH2:25][N:26]([C:29]2[CH:30]=[CH:31][CH:32]=[CH:33][CH:34]=2)[CH2:27][CH2:28]1 |f:0.1.2.3.4.5|. Procedure details: 2.3 g (60 mmol) of Lithium aluminium hydride are suspended in 100 ml of ether under a nitrogen atmosphere and cooled to about −10° C. 1.6 ml (30 mmol) of conc. sulphuric acid are carefully added dropwise thereto, with-further cooling, and the resulting mixture is stirred for 1.5 hours at about −5° C. Then a solution of 9.2 g (30 mmol) of (2-methoxyphenyl)-(4-phenylpiperazine-1-yl)-acetonitrile in 50 ml of tetrahydrofuran is slowly added dropwise. The mixture is allowed to come up to ambient temp... Yield: 83.6%. Solvent: C(C)O (ethanol). Procedure details: To a solution of Compound (12) (Step-2 of Example 55) (30 mg, 0.078 mmol) in 3.0 ml of ethanol were added 0.3 ml (3.70 mmol) of pyridine and 9 mg (0.13 mmol) of hydroxylamine hydrochloride, and the mixture stirred for 3 hours at 80° C. After addition of water, the reaction mixture was extracted with ethyl acetate. The extract was washed sequentially with 1N HCl, water, an aqueous saturated sodium hydrogen carbonate solution and water, and dried over anhydrous magnesium sulfate. The solvent was e... Reactants: C(C)(=O)O[C@H]1C[C@]23[C@](CC4=C(C=5CNC(C5C=C4O)=O)O2)([C@H](CC[C@H]3C([C@H]1O)(C)C)C)C ((6aR,7S,9aS,11R,12S,13aS)-12-acetoxy-2,3,6,6a,7,8,9,9a,10,11,12,13-dodecahydro-5,11-dihydroxy-6a,7,10,10-tetramethyl-3-oxo-1H-benzo[8,8a][1]benzopyrano[2,3-e]isoindole), N1=CC=CC=C1 (pyridine), Cl.NO (hydroxylamine hydrochloride), O (water). Yields the product OC=1C2=C(C=3CNC(C3C1)=O)O[C@]13[C@](C2)([C@H](CC[C@H]1C(C(CC3)=NO)(C)C)C)C ((6aR,7S,9aS,13aS)-2,3,6,6a,7,8,9,9a,10,11,12,13-dodecahydro-5-hydroxy-1 1-hydroxyimino-6a,7,10,10-tetramethyl-3-oxo-1H-benzo[8,8a][l]benzopyrano[2,3-e]isoindole). Reaction conditions: temperature 80 celsius, time 3 hour. RXN SMILES: C(O[C@@H:5]1[C@H:27](O)[C:26]([CH3:30])([CH3:29])[C@H:25]2[C@@:7]3([O:21][C:11]4[C:12]5[CH2:13][NH:14][C:15](=[O:20])[C:16]=5[CH:17]=[C:18]([OH:19])[C:10]=4[CH2:9][C@:8]3([CH3:32])[C@@H:22]([CH3:31])[CH2:23][CH2:24]2)[CH2:6]1)(=O)C.N1C=CC=CC=1.Cl.[NH2:40][OH:41].O>C(O)C>[OH:19][C:18]1[C:10]2[CH2:9][C@:8]3([CH3:32])[C@@H:22]([CH3:31])[CH2:23][CH2:24][C@H:25]4[C:26]([CH3:29])([CH3:30])[C:27](=[N:40][OH:41])[CH2:5][CH2:6][C@@:7]34[O:21][C:11]=2[C:12]2[CH2:13][NH:14][C:15](=[O:20])[C:16]=2[CH:17]=1 |f:2.3|. Reactants: Brc1cccc2c1CC=C2c1ccccc1, CN(C)c1ccccc1-c1ccccc1P(C(C)(C)C)C(C)(C)C, Cc1ccccc1, [K+], [K+], [K+], O, O=P([O-])([O-])[O-], Oc1cccc2c1CC=C2c1ccccc1. The product is C1=C(c2ccccc2)c2cccc(Oc3cccc4c3CC=C4c3ccccc3)c2C1. RXN SMILES: [Br:1][c:2]1[cH:3][cH:4][cH:5][c:6]2[c:10]1[CH2:9][CH:8]=[C:7]2[c:11]1[cH:12][cH:13][cH:14][cH:15][cH:16]1.[C:41]([P:42]([C:43]([CH3:44])([CH3:45])[CH3:46])[c:47]1[cH:48][cH:49][cH:50][cH:51][c:52]1-[c:53]1[cH:54][cH:55][cH:56][cH:57][c:58]1[N:59]([CH3:60])[CH3:61])([CH3:62])([CH3:63])[CH3:64].[CH3:66][c:67]1[cH:68][cH:69][cH:70][cH:71][cH:72]1.[K+:38].[K+:39].[K+:40].[OH2:65].[P:33]([O-:34])([O-:35])([O-:36])=[O:37].[c:17]1([C:23]2=[CH:24][CH2:25][c:26]3[c:27]([OH:32])[cH:28][cH:29][cH:30][c:31]32)[cH:18][cH:19][cH:20][cH:21][cH:22]1>>[c:2]1([O:32][c:27]2[c:26]3[c:31]([cH:30][cH:29][cH:28]2)[C:23]([c:17]2[cH:18][cH:19][cH:20][cH:21][cH:22]2)=[CH:24][CH2:25]3)[cH:3][cH:4][cH:5][c:6]2[c:10]1[CH2:9][CH:8]=[C:7]2[c:11]1[cH:12][cH:13][cH:14][cH:15][cH:16]1. The reactants are CCC[Mg+], C1CCOC1, COC(=O)c1ccc(C=O)cc1O, [Cl-]. Product: CCCC(O)c1ccc(C(=O)OC)c(O)c1. As a reaction SMILES: [CH2:15]([CH2:16][CH3:17])[Mg+:18].[CH2:19]1[O:20][CH2:21][CH2:22][CH2:23]1.[CH3:1][O:2][C:3]([c:4]1[c:5]([OH:12])[cH:6][c:7]([CH:10]=[O:11])[cH:8][cH:9]1)=[O:13].[Cl-:14]>>[CH3:1][O:2][C:3]([c:4]1[c:5]([OH:12])[cH:6][c:7]([CH:10]([OH:11])[CH2:15][CH2:16][CH3:17])[cH:8][cH:9]1)=[O:13]. The reactants are CS(=O)(=O)Cl, [Cl-], ClCCl, [Na+], OCC#CCOC1CCCCO1, O. The product is CS(=O)(=O)OCC#CCOC1CCCCO1. Reaction SMILES: [CH3:1][S:2]([Cl:3])(=[O:4])=[O:5].[Cl-:19].[Cl:21][CH2:22][Cl:23].[Na+:20].[O:6]1[CH:7]([O:12][CH2:13][C:14]#[C:15][CH2:16][OH:17])[CH2:8][CH2:9][CH2:10][CH2:11]1.[OH2:18]>>[CH3:1][S:2](=[O:4])(=[O:5])[O:17][CH2:16][C:15]#[C:14][CH2:13][O:12][CH:7]1[O:6][CH2:11][CH2:10][CH2:9][CH2:8]1. Starting materials: COC(=O)COc1ccc(SCC=C(c2ccc(I)cc2)c2ccc(I)cc2)cc1OC, CCO, Cl, [Na+], [OH-]. The product is COc1cc(SCC=C(c2ccc(I)cc2)c2ccc(I)cc2)ccc1OCC(=O)O. As a reaction SMILES: [CH3:1][O:2][C:3]([CH2:4][O:5][c:6]1[c:7]([O:30][CH3:31])[cH:8][c:9]([S:12][CH2:13][CH:14]=[C:15]([c:16]2[cH:17][cH:18][c:19]([I:22])[cH:20][cH:21]2)[c:23]2[cH:24][cH:25][c:26]([I:29])[cH:27][cH:28]2)[cH:10][cH:11]1)=[O:32].[CH3:36][CH2:37][OH:38].[ClH:35].[Na+:34].[OH-:33]>>[O:2]=[C:3]([CH2:4][O:5][c:6]1[c:7]([O:30][CH3:31])[cH:8][c:9]([S:12][CH2:13][CH:14]=[C:15]([c:16]2[cH:17][cH:18][c:19]([I:22])[cH:20][cH:21]2)[c:23]2[cH:24][cH:25][c:26]([I:29])[cH:27][cH:28]2)[cH:10][cH:11]1)[OH:32]. Starting materials: [Br-], CC(=O)c1cc(Br)cc2nc(-c3ccc(NCCOC(C)C)cc3)oc12, C1CCOC1, C[Mg+], CCOC(C)=O, [Cl-], [NH4+], O. The product is CC(C)OCCNc1ccc(-c2nc3cc(Br)cc(C(C)(C)O)c3o2)cc1. RXN SMILES: [Br-:1].[Br:4][c:5]1[cH:6][c:7]([C:27]([CH3:28])=[O:29])[c:8]2[c:9]([n:10][c:11](-[c:13]3[cH:14][cH:15][c:16]([NH:19][CH2:20][CH2:21][O:22][CH:23]([CH3:24])[CH3:25])[cH:17][cH:18]3)[o:12]2)[cH:26]1.[CH2:32]1[O:33][CH2:34][CH2:35][CH2:36]1.[CH3:2][Mg+:3].[CH3:38][CH2:39][O:40][C:41]([CH3:42])=[O:43].[Cl-:30].[NH4+:31].[OH2:37]>>[CH3:2][C:27]([c:7]1[cH:6][c:5]([Br:4])[cH:26][c:9]2[c:8]1[o:12][c:11](-[c:13]1[cH:14][cH:15][c:16]([NH:19][CH2:20][CH2:21][O:22][CH:23]([CH3:24])[CH3:25])[cH:17][cH:18]1)[n:10]2)([CH3:28])[OH:29]. Starting materials: C1(CC1)NC(C1=CC(=C(C=C1)C)N1C(C(=NC=C1)NC1(CC1)C1=C(C=CC=C1)O)=O)=O (N-Cyclopropyl-3-(3-(1-(2-hydroxyphenyl)cyclopropylamino)-2-oxopyrazin-1(2H)-yl)-4-methylbenzamide), C([O-])([O-])=O.[K+].[K+] (potassium carbonate), BrCCCl (1-bromo-2-chloroethane). Run in C(C)#N (acetonitrile). Conditions: temperature 95 celsius. Yields the product ClCCOC1=C(C=CC=C1)C1(CC1)NC=1C(N(C=CN1)C=1C=C(C(=O)NC2CC2)C=CC1C)=O (3-(3-(1-(2-(2-Chloroethoxy)phenyl)cyclopropylamino)-2-oxopyrazin-1(2H)-yl)-N-cyclopropyl-4-methylbenzamide). RXN SMILES: [CH:1]1([NH:4][C:5](=[O:31])[C:6]2[CH:11]=[CH:10][C:9]([CH3:12])=[C:8]([N:13]3[CH:18]=[CH:17][N:16]=[C:15]([NH:19][C:20]4([C:23]5[CH:28]=[CH:27][CH:26]=[CH:25][C:24]=5[OH:29])[CH2:22][CH2:21]4)[C:14]3=[O:30])[CH:7]=2)[CH2:3][CH2:2]1.C(=O)([O-])[O-].[K+].[K+].Br[CH2:39][CH2:40][Cl:41]>C(#N)C>[Cl:41][CH2:40][CH2:39][O:29][C:24]1[CH:25]=[CH:26][CH:27]=[CH:28][C:23]=1[C:20]1([NH:19][C:15]2[C:14](=[O:30])[N:13]([C:8]3[CH:7]=[C:6]([CH:11]=[CH:10][C:9]=3[CH3:12])[C:5]([NH:4][CH:1]3[CH2:3][CH2:2]3)=[O:31])[CH:18]=[CH:17][N:16]=2)[CH2:22][CH2:21]1 |f:1.2.3|. Reported procedure: To N-Cyclopropyl-3-(3-(1-(2-hydroxyphenyl)cyclopropylamino)-2-oxopyrazin-1(2H)-yl)-4-methylbenzamide (Example 167d, 0.34 g) in acetonitrile (5 mL) under nitrogen was added potassium carbonate (1.13 g) followed by 1-bromo-2-chloroethane (1.35 mL) and the reaction heated at 95° C. for 15 h. After cooling to rt the mixture was filtered through celite, and the solid cake washed with further acetonitrile. The filtrates were collected and the solvents removed in vacuo to give the subtitle product as a... Reactants: CC(CC=C)O (4-penten-2-ol), C1(C=2C(C(N1)=O)=CC=CC2)=O (phthalimide), C1(=CC=CC=C1)P(C1=CC=CC=C1)C1=CC=CC=C1 (triphenylphosphine), N(=NC(=O)OCC)C(=O)OCC (diethyl azodicarboxylate). Solvent: O (water), C1CCOC1 (THF), C1CCOC1 (THF). Reaction conditions: temperature 0 celsius, time 12 hour. Yields the product C=CCC(C)N1C(C=2C(C1=O)=CC=CC2)=O (N-(1-Penten-4-yl)phthalimide). Isolated yield 70.1%. As a reaction SMILES: [CH3:1][CH:2](O)[CH2:3][CH:4]=[CH2:5].[C:7]1(=[O:17])[NH:11][C:10](=[O:12])[C:9]2=[CH:13][CH:14]=[CH:15][CH:16]=[C:8]12.C1(P(C2C=CC=CC=2)C2C=CC=CC=2)C=CC=CC=1.N(C(OCC)=O)=NC(OCC)=O>C1COCC1.O>[CH2:1]=[CH:2][CH2:3][CH:4]([N:11]1[C:7](=[O:17])[C:8]2=[CH:16][CH:15]=[CH:14][CH:13]=[C:9]2[C:10]1=[O:12])[CH3:5]. Procedure: To a stirred solution of 4-penten-2-ol (5.00 g, 58.1 mmol), phthalimide (8.55 g, 58.1 mmol), and triphenylphosphine (15.2 g, 58.1 mmol) in THF (40 mL), at 0° C. under nitrogen, was added a solution of diethyl azodicarboxylate (10.1 g, 58.1 mmol) in THF (20 mL) dropwise. The mixture was stirred at 0° C. (12 h) and then at 25° C. (12 h). The mixture was diluted with water and extracted three times with chloroform. The chloroform extracts were dried (Na2SO4), evaporated and column chromatographed o...